This data is from the Open Reaction Database (ORD), a public repository of structured organic reaction records. The task is: describe an organic reaction: reactants, conditions, products, and yield The reactants are Cl.Cl.ClC=1C=NC=2NC=3C=CC=C(CCC4=C(C=CC(NC1N2)=C4)N)C3 (6-chloro-2,4,8,22-tetraazatetracyclo[14.3.1.1(3,7).1(9,13)]docosa-1(20),3(22),4,6,9(21),10,12,16,18-nonaen-12-amine dihydrochloride), ClC=1C=C(C(=O)Cl)C=CC1 (3-chlorobenzoyl chloride). Product: Cl.ClC=1C=C(C(=O)NC=2C=CC=3NC4=C(C=NC(NC=5C=CC=C(CCC2C3)C5)=N4)Cl)C=CC1 (3-Chloro-N-[6-chloro-2,4,8,22-tetraazatetracyclo[14.3.1.1(3,7).1(9,13)]docosa-1(20),3(22),4,6,9(21),10,12,16,18-nonaen-12-yl]benzamide hydrochloride). The yield is 60.0%. Reaction SMILES: Cl.Cl.[Cl:3][C:4]1[CH:5]=[N:6][C:7]2[NH:8][C:9]3[CH:10]=[CH:11][CH:12]=[C:13]([CH:26]=3)[CH2:14][CH2:15][C:16]3[CH:24]=[C:20]([NH:21][C:22]=1[N:23]=2)[CH:19]=[CH:18][C:17]=3[NH2:25].[Cl:27][C:28]1[CH:29]=[C:30]([CH:34]=[CH:35][CH:36]=1)[C:31](Cl)=[O:32]>>[ClH:3].[Cl:27][C:28]1[CH:29]=[C:30]([CH:34]=[CH:35][CH:36]=1)[C:31]([NH:25][C:17]1[CH:18]=[CH:19][C:20]2[NH:21][C:22]3[N:23]=[C:7]([NH:8][C:9]4[CH:10]=[CH:11][CH:12]=[C:13]([CH:26]=4)[CH2:14][CH2:15][C:16]=1[CH:24]=2)[N:6]=[CH:5][C:4]=3[Cl:3])=[O:32] |f:0.1.2,4.5|. Reported procedure: The desired compound was prepared according to the procedure of Example B26, using 6-chloro-2,4,8,22-tetraazatetracyclo[14.3.1.1(3,7).1(9,13)]docosa-1(20),3(22),4,6,9(21),10,12,16,18-nonaen-12-amine dihydrochloride and 3-chlorobenzoyl chloride as the starting materials in 60% yield. LCMS for C25H20Cl2N5O (M+H)+: m/z=476.3. Starting materials: NC1(C(N(C2=CC=C(C=C12)Cl)S(=O)(=O)C1=C(C=C(C=C1)OC)OC)=O)C1=C(C=CC=C1)Cl (3-Amino-5-chloro-3-(2-chlorophenyl)-1,3-di-hydro-1-(2,4-dimethoxybenzenesulfonyl)indol-2-one), CS(=O)(=O)Cl (methanesulfonyl chloride). Run in N1=CC=CC=C1 (pyridine). Conditions: time 18 hour. The product is ClC=1C=C2C(C(N(C2=CC1)S(=O)(=O)C1=C(C=C(C=C1)OC)OC)=O)(NS(=O)(=O)C)C1=C(C=CC=C1)Cl (5-Chloro-3-(2-chlorophenyl)-1,3-dihydro-1-(2,4-dimethoxybenzenesulfonyl)-3-(methylsulfonamido)indol-2-one). Reaction SMILES: [NH2:1][C:2]1([C:26]2[CH:31]=[CH:30][CH:29]=[CH:28][C:27]=2[Cl:32])[C:10]2[C:5](=[CH:6][CH:7]=[C:8]([Cl:11])[CH:9]=2)[N:4]([S:12]([C:15]2[CH:20]=[CH:19][C:18]([O:21][CH3:22])=[CH:17][C:16]=2[O:23][CH3:24])(=[O:14])=[O:13])[C:3]1=[O:25].[CH3:33][S:34](Cl)(=[O:36])=[O:35]>N1C=CC=CC=1>[Cl:11][C:8]1[CH:9]=[C:10]2[C:5](=[CH:6][CH:7]=1)[N:4]([S:12]([C:15]1[CH:20]=[CH:19][C:18]([O:21][CH3:22])=[CH:17][C:16]=1[O:23][CH3:24])(=[O:14])=[O:13])[C:3](=[O:25])[C:2]2([C:26]1[CH:31]=[CH:30][CH:29]=[CH:28][C:27]=1[Cl:32])[NH:1][S:34]([CH3:33])(=[O:36])=[O:35]. Procedure: A solution of 0.4 g of the compound obtained in EXAMPLE 3 in 5 ml of pyridine is cooled to 0° C. and 0.1 g of methanesulfonyl chloride is added. The mixture is stirred for 18 hours, the temperature being allowed to rise to RT, and evaporated under vacuum. The residue is extracted with AcOEt, washed with a 5% solution of potassium hydrogensulfate, dried over sodium sulfate and evaporated under vacuum. The residue is chromatographed on silica using a DCM/AcOEt mixture (98/2; v/v) as the eluent to ... Reactants: C(#N)C=1C=C(C=CC1OC(C)C)C1=NC(=NO1)C1=C2CC[C@H](C2=CC=C1)NS(=O)(=O)CC(=O)OC ((R)-methyl 2-(N-(4-(5-(3-cyano-4-isopropoxyphenyl)-1,2,4-oxadiazol-3-yl)-2,3-dihydro-1H-inden-1-yl)sulfamoyl)acetate), [BH4-].[Na+] (sodium borohydride), CO (methanol). Run in C1CCOC1 (THF). Run at temperature 75 celsius, time 1 hour. Product: C(#N)C=1C=C(C=CC1OC(C)C)C1=NC(=NO1)C1=C2CC[C@H](C2=CC=C1)NS(=O)(=O)CCO ((R)-N-(4-(5-(3-cyano-4-isopropoxyphenyl)-1,2,4-oxadiazol-3-yl)-2,3-dihydro-1H-inden-1-yl)-2-hydroxyethanesulfonamide). The yield is 56.9%. RXN SMILES: [C:1]([C:3]1[CH:4]=[C:5]([C:13]2[O:17][N:16]=[C:15]([C:18]3[CH:26]=[CH:25][CH:24]=[C:23]4[C:19]=3[CH2:20][CH2:21][C@H:22]4[NH:27][S:28]([CH2:31][C:32](OC)=[O:33])(=[O:30])=[O:29])[N:14]=2)[CH:6]=[CH:7][C:8]=1[O:9][CH:10]([CH3:12])[CH3:11])#[N:2].[BH4-].[Na+].CO>C1COCC1>[C:1]([C:3]1[CH:4]=[C:5]([C:13]2[O:17][N:16]=[C:15]([C:18]3[CH:26]=[CH:25][CH:24]=[C:23]4[C:19]=3[CH2:20][CH2:21][C@H:22]4[NH:27][S:28]([CH2:31][CH2:32][OH:33])(=[O:29])=[O:30])[N:14]=2)[CH:6]=[CH:7][C:8]=1[O:9][CH:10]([CH3:12])[CH3:11])#[N:2] |f:1.2|. Reported procedure: Prepared using General Procedure 18: To a stirred solution of (R)-methyl 2-(N-(4-(5-(3-cyano-4-isopropoxyphenyl)-1,2,4-oxadiazol-3-yl)-2,3-dihydro-1H-inden-1-yl)sulfamoyl)acetate (0.72 g, 1.5 mmol) in THF (25 mL) was added sodium borohydride (0.24 g, 6.2 mmol) at room temperature. The reaction was heated to 75° C. and methanol (0.06 mL, 1.5 mmol) was added dropwise. After 1 h, the reaction was cooled and concentrated. The residue was partitioned between DCM and 0.5N HCl. The organic layer was dr...